From a dataset of the Open Reaction Database (ORD), a public repository of structured organic reaction records. describe an organic reaction: reactants, conditions, products, and yield The reactants are 6-bromo, BrBr (Br2), Cl (HCl), C1(CCC2=CC=CC=C12)C(=O)O (indane-1-carboxylic acid), FeCl3. Run in C(Cl)Cl (methylene chloride), C(Cl)(Cl)(Cl)Cl (CCl4). Reaction conditions: time 3 hour. Product: BrC1=CC=C2CCC(C2=C1)C(=O)O (6-bromo-indane-1-carboxylic acid). As a reaction SMILES: [CH:1]1([C:10]([OH:12])=[O:11])[C:9]2[C:4](=[CH:5][CH:6]=[CH:7][CH:8]=2)[CH2:3][CH2:2]1.[Br:13]Br.Cl>C(Cl)(Cl)(Cl)Cl.C(Cl)Cl>[Br:13][C:7]1[CH:8]=[C:9]2[C:4]([CH2:3][CH2:2][CH:1]2[C:10]([OH:12])=[O:11])=[CH:5][CH:6]=1. Procedure: By following the procedure of Tetsuya, et al. referenced in part A, the 6-bromo compound can be obtained. For example, to a stirred, ice-cooled mixture of 8.1 g (50 mmol) indane-1-carboxylic acid and 8.1 g of FeCl3 in 300 ml of CCl4 is added dropwise a solution of 8.8 g of Br2 in 100 ml methylene chloride over a 1 hour period. The mixture is stirred for 3 hours under cooling and then for 1.5 hours at room temperature. The mixture is poured into 500 ml of dilute HCl and extracted with CHCl3. The ... Starting materials: CC1CNCC(C)N1, CCSC1=NC(=O)C(=Cc2ccc3c(cnn3Cc3ccc(Cl)cc3C(F)(F)F)c2)S1. The product is CC1CN(C2=NC(=O)C(=Cc3ccc4c(cnn4Cc4ccc(Cl)cc4C(F)(F)F)c3)S2)CC(C)N1. As a reaction SMILES: [CH3:32][CH:33]1[NH:34][CH:35]([CH3:39])[CH2:36][NH:37][CH2:38]1.[Cl:1][c:2]1[cH:3][c:4]([C:28]([F:29])([F:30])[F:31])[c:5]([CH2:6][n:7]2[n:8][cH:9][c:10]3[cH:11][c:12]([CH:16]=[C:17]4[C:18](=[O:25])[N:19]=[C:20]([S:22][CH2:23][CH3:24])[S:21]4)[cH:13][cH:14][c:15]23)[cH:26][cH:27]1>>[Cl:1][c:2]1[cH:3][c:4]([C:28]([F:29])([F:30])[F:31])[c:5]([CH2:6][n:7]2[n:8][cH:9][c:10]3[cH:11][c:12]([CH:16]=[C:17]4[C:18](=[O:25])[N:19]=[C:20]([N:37]5[CH2:36][CH:35]([CH3:39])[NH:34][CH:33]([CH3:32])[CH2:38]5)[S:21]4)[cH:13][cH:14][c:15]23)[cH:26][cH:27]1. Reactants: FC(CCC(=O)N1C2(CC2)CN(CC1)C=1C2=C(N=CN1)NC=C2)(F)F (4,4,4-Trifluoro-1-[7-(7H-pyrrolo[2,3-d]pyrimidin-4-yl)-4,7-diazaspiro[2.5]oct-4-yl]butan-1-one), FC(CCC(=O)N1C2(CC2)CN(CC1)C=1C2=C(N=CN1)NC=C2)(F)F (4,4,4-Trifluoro-1-[7-(7H-pyrrolo[2,3-d]pyrimidin-4-yl)-4,7-diazaspiro[2.5]oct-4-yl]butan-1-one), C(C1=CC=CC=C1)N=C=S (benzyl isothiocyanate). Run in C1CCOC1 (THF). Reaction conditions: time 16 hour. Product: C(C1=CC=CC=C1)NC(=S)N1C2CN(CC1CC2)C=2C1=C(N=CN2)NC=C1 (3-(7H-Pyrrolo[2,3-d]pyrimidin-4-yl)-3,8-diazabicyclo[3.2.1]octane-8-carbothioic acid benzylamide). As a reaction SMILES: FC(F)(F)CCC([N:7]1[CH2:14][CH2:13][N:12]([C:15]2[C:16]3[CH:23]=[CH:22][NH:21][C:17]=3[N:18]=[CH:19][N:20]=2)[CH2:11][C:8]21[CH2:10][CH2:9]2)=O.[CH2:26]([N:33]=[C:34]=[S:35])[C:27]1[CH:32]=[CH:31][CH:30]=[CH:29][CH:28]=1>C1COCC1>[CH2:26]([NH:33][C:34]([N:7]1[CH:8]2[CH2:9][CH2:10][CH:14]1[CH2:13][N:12]([C:15]1[C:16]3[CH:23]=[CH:22][NH:21][C:17]=3[N:18]=[CH:19][N:20]=1)[CH2:11]2)=[S:35])[C:27]1[CH:32]=[CH:31][CH:30]=[CH:29][CH:28]=1. Procedure details: 4-(3,8-Diaza-bicyclo[3.2.1]oct-3-yl)-7H-pyrrolo[2,3-d]pyrimidine (intermediate 4) (0.05 mmol) was dissolved in THF (1 mL), and benzyl isothiocyanate (0.06 mmol) was added. The reaction mixture was left at rt for 16 hours. The pure compounds were obtained by standard preparative HPLC purification of the reaction mixture. Reactants: C12C(CC(C2C=CC1)C(=O)O)C(=O)O (Bicyclo[3.3.0]oct-6-ene-2,4-dicarboxylic acid), NCCCCN1CCN(CC1)C1=NC=CC=N1 (1-(4-aminobutyl)-4-(2-pyrimidinyl)piperazine), C=1(C(=CC=CC1)C)C (xylene), anhydride, C(C)(=O)OC(C)=O (acetic anhydride). Solvent: O (water). Conditions: time 24 hour. Product: N1=C(N=CC=C1)N1CCN(CC1)CCCCN1C(C2C3C(C(C1=O)C2)C=CC3)=O (5,5a,8,8a-Tetrahydro-3-[4-[4-(2-pyrimidinyl)-1-piperazinyl]butyl]1,5-methanocyclopent[d]azepine-2,4(1H,3H)-dione). As a reaction SMILES: [CH:1]12[CH2:8][CH:7]=[CH:6][CH:5]1[CH:4]([C:9]([OH:11])=O)[CH2:3][CH:2]2[C:12]([OH:14])=O.C(OC(=O)C)(=O)C.[NH2:22][CH2:23][CH2:24][CH2:25][CH2:26][N:27]1[CH2:32][CH2:31][N:30]([C:33]2[N:38]=[CH:37][CH:36]=[CH:35][N:34]=2)[CH2:29][CH2:28]1.C1(C)C(C)=CC=CC=1>O>[N:34]1[CH:35]=[CH:36][CH:37]=[N:38][C:33]=1[N:30]1[CH2:31][CH2:32][N:27]([CH2:26][CH2:25][CH2:24][CH2:23][N:22]2[C:9](=[O:11])[CH:4]3[CH2:3][CH:2]([CH:1]4[CH2:8][CH:7]=[CH:6][CH:5]43)[C:12]2=[O:14])[CH2:28][CH2:29]1. Procedure details: Bicyclo[3.3.0]oct-6-ene-2,4-dicarboxylic acid (12.6 g., 67 mmol.) was converted to 4.24 g. of anhydride by treatment with excess acetic anhydride as in Example 1. In this instance, however, the anhydride was purified by extraction of the dark residual gum with hexane, filtration, and evaporation in vacuo. The anhydride was combined with 6.0 g. (24 mmols) of 1-(4-aminobutyl)-4-(2-pyrimidinyl)piperazine in 250 ml. of xylene and refluxed under N2 for 24 hours with water separation via a Dean-Stark ... The reactants are OC1=CC=C(C(=O)O)C=C1 (p-hydroxybenzoic acid), C[C@H](CCO)CC ((S)-(+)-3-methyl-1-pentanol), S(O)(O)(=O)=O (sulfuric acid). Solvent: C1(=CC=CC=C1)C (toluene). Product: OC1=CC=C(C(=O)OCCC(CC)C)C=C1 (3-methylpentyl p-hydroxybenzoate). Yield: 80.7%. Reaction SMILES: [OH:1][C:2]1[CH:10]=[CH:9][C:5]([C:6]([OH:8])=[O:7])=[CH:4][CH:3]=1.[CH3:11][C@@H:12]([CH2:16][CH3:17])[CH2:13][CH2:14]O.S(=O)(=O)(O)O>C1(C)C=CC=CC=1>[OH:1][C:2]1[CH:10]=[CH:9][C:5]([C:6]([O:8][CH2:14][CH2:13][CH:12]([CH3:11])[CH2:16][CH3:17])=[O:7])=[CH:4][CH:3]=1. Procedure details: 13.7 g of p-hydroxybenzoic acid and 11.4 g of (S)-(+)-3-methyl-1-pentanol were refluxed for 10 hours in toluene in the presence of sulfuric acid, while removing out the generated water from the reaction system. Subsequently, the reaction solution was washed with water to remove the sulfuric acid out. The reaction solution was then dried, concentrated, and purified by column chromatography, to obtain 17.8 g of the objective ester compound (liquid state at room temperature ([α]D23 =+7.8° (CHCl3)).... Reactants: CO, C=Cc1cnc2nc(O)n(C(C)c3ccccc3)c2n1. Yields the product CCc1cnc2nc(O)n(C(C)c3ccccc3)c2n1. RXN SMILES: [CH3:21][OH:22].[CH:1](=[CH2:2])[c:3]1[cH:4][n:5][c:6]2[c:7]([n:8]1)[n:9]([CH:13]([CH3:14])[c:15]1[cH:16][cH:17][cH:18][cH:19][cH:20]1)[c:10]([OH:12])[n:11]2>>[CH2:1]([CH3:2])[c:3]1[cH:4][n:5][c:6]2[c:7]([n:8]1)[n:9]([CH:13]([CH3:14])[c:15]1[cH:16][cH:17][cH:18][cH:19][cH:20]1)[c:10]([OH:12])[n:11]2. Starting materials: BrC=1C=C(C(=NC1)Cl)/C=C/C(=O)OCC ((E)-ethyl 3-(5-bromo-2-chloropyridin-3-yl)acrylate), C1(=CC=CC=C1)CS (phenylmethanethiol), CCN(C(C)C)C(C)C (Hunig's base). The reagents and catalysts are C=1C=CC(=CC1)/C=C/C(=O)/C=C/C2=CC=CC=C2.C=1C=CC(=CC1)/C=C/C(=O)/C=C/C2=CC=CC=C2.C=1C=CC(=CC1)/C=C/C(=O)/C=C/C2=CC=CC=C2.[Pd].[Pd] (Pd2(dba)3), CC1(C2=C(C(=CC=C2)P(C3=CC=CC=C3)C4=CC=CC=C4)OC5=C(C=CC=C51)P(C6=CC=CC=C6)C7=CC=CC=C7)C (Xantphos). Solvent: O1CCOCC1 (1,4-dioxane). Run at temperature 80 celsius. Product: C(C1=CC=CC=C1)SC=1C=C(C(=NC1)Cl)/C=C/C(=O)OCC ((E)-ethyl 3-(5-(benzylthio)-2-chloropyridin-3-yl)acrylate). Yield: 104.1%. As a reaction SMILES: Br[C:2]1[CH:3]=[C:4](/[CH:9]=[CH:10]/[C:11]([O:13][CH2:14][CH3:15])=[O:12])[C:5]([Cl:8])=[N:6][CH:7]=1.[C:16]1([CH2:22][SH:23])[CH:21]=[CH:20][CH:19]=[CH:18][CH:17]=1.CCN(C(C)C)C(C)C>C1C=CC(/C=C/C(/C=C/C2C=CC=CC=2)=O)=CC=1.C1C=CC(/C=C/C(/C=C/C2C=CC=CC=2)=O)=CC=1.C1C=CC(/C=C/C(/C=C/C2C=CC=CC=2)=O)=CC=1.[Pd].[Pd].CC1(C)C2C(=C(P(C3C=CC=CC=3)C3C=CC=CC=3)C=CC=2)OC2C(P(C3C=CC=CC=3)C3C=CC=CC=3)=CC=CC1=2.O1CCOCC1>[CH2:22]([S:23][C:2]1[CH:3]=[C:4](/[CH:9]=[CH:10]/[C:11]([O:13][CH2:14][CH3:15])=[O:12])[C:5]([Cl:8])=[N:6][CH:7]=1)[C:16]1[CH:21]=[CH:20][CH:19]=[CH:18][CH:17]=1 |f:3.4.5.6.7|. Procedure details: A vial was charged with (E)-ethyl 3-(5-bromo-2-chloropyridin-3-yl)acrylate (660 mg, 2.272 mmol), phenylmethanethiol (296 mg, 2.385 mmol), Xantphos (131 mg, 0.227 mmol), Pd2(dba)3 (104 mg, 0.114 mmol), 1,4-dioxane (9086 μl), and Hunig's base (793 μl, 4.54 mmol). The vial was purged with argon and the mixture was heated at 80° C. for 1 h. Water and EtOAc were added, and the layers were separated. The organic portion was dried, filtered and concentrated. The crude material was purified by silica ge...